This data is from the Open Reaction Database (ORD), a public repository of structured organic reaction records. The task is: describe an organic reaction: reactants, conditions, products, and yield The yield is 110.1%. RXN SMILES: [F:1][C:2]([F:42])([F:41])[C:3]1[CH:8]=[CH:7][C:6]([N:9]2[CH2:14][CH2:13][CH:12]([O:15][C:16]3[CH:40]=[CH:39][C:19]4[N:20]=[C:21]([C:23]([NH:25][CH:26]5[CH2:31][CH2:30][N:29](C(OC(C)(C)C)=O)[CH2:28][CH2:27]5)=[O:24])[S:22][C:18]=4[CH:17]=3)[CH2:11][CH2:10]2)=[CH:5][CH:4]=1.Cl>O1CCOCC1>[NH:29]1[CH2:30][CH2:31][CH:26]([NH:25][C:23]([C:21]2[S:22][C:18]3[CH:17]=[C:16]([O:15][CH:12]4[CH2:11][CH2:10][N:9]([C:6]5[CH:5]=[CH:4][C:3]([C:2]([F:42])([F:1])[F:41])=[CH:8][CH:7]=5)[CH2:14][CH2:13]4)[CH:40]=[CH:39][C:19]=3[N:20]=2)=[O:24])[CH2:27][CH2:28]1. Procedure details: A mixture of tert-butyl 4-(6-(1-(4-(trifluoromethyl)phenyl)piperidin-4-yloxy)benzo[d]thiazole-2-carboxamido)piperidine-1-carboxylate (compound 8) (0.16 g, 0.27 mmol) and 4N hydrochloric acid in dioxane (2 mL) was stirred at room temperature for 1 h. The reaction mixture was concentrated and washed with diethyl ether (2×3 mL) and then dried under reduced pressure to afford N-(piperidin-4-yl)-6-(1-(4-(trifluoromethyl)phenyl)piperidin-4-yloxy)benzo[d]thiazole-2-carboxamide as a off-white solid (0.1... Starting materials: FC(C1=CC=C(C=C1)N1CCC(CC1)OC1=CC2=C(N=C(S2)C(=O)NC2CCN(CC2)C(=O)OC(C)(C)C)C=C1)(F)F (tert-butyl 4-(6-(1-(4-(trifluoromethyl)phenyl)piperidin-4-yloxy)benzo[d]thiazole-2-carboxamido)piperidine-1-carboxylate), FC(C1=CC=C(C=C1)N1CCC(CC1)OC1=CC2=C(N=C(S2)C(=O)NC2CCN(CC2)C(=O)OC(C)(C)C)C=C1)(F)F (tert-butyl 4-(6-(1-(4-(trifluoromethyl)phenyl)piperidin-4-yloxy)benzo[d]thiazole-2-carboxamido)piperidine-1-carboxylate), Cl (hydrochloric acid). Yields the product N1CCC(CC1)NC(=O)C=1SC2=C(N1)C=CC(=C2)OC2CCN(CC2)C2=CC=C(C=C2)C(F)(F)F (N-(piperidin-4-yl)-6-(1-(4-(trifluoromethyl)phenyl)piperidin-4-yloxy)benzo[d]thiazole-2-carboxamide). The solvent is O1CCOCC1 (dioxane). Reaction conditions: time 1 hour.